From a dataset of the Open Reaction Database (ORD), a public repository of structured organic reaction records. describe an organic reaction: reactants, conditions, products, and yield RXN SMILES: [Br:1][c:2]1[cH:3][c:4]2[c:8]([cH:9][c:10]1[O:11][CH2:12][CH2:13][CH3:14])[CH2:7][CH2:6][CH2:5]2.[C:15]([c:16]1[cH:17][cH:18][cH:19][cH:20][cH:21]1)([c:22]1[cH:23][cH:24][cH:25][cH:26][cH:27]1)=[NH:28].[C:71](=[O:72])([O-:73])[O-:74].[CH3:29][C:30]1([CH3:31])[c:32]2[cH:33][cH:34][cH:35][c:36]([P:37]([c:38]3[cH:39][cH:40][cH:41][cH:42][cH:43]3)[c:44]3[cH:45][cH:46][cH:47][cH:48][cH:49]3)[c:50]2[O:51][c:52]2[c:53]1[cH:54][cH:55][cH:56][c:57]2[P:58]([c:59]1[cH:60][cH:61][cH:62][cH:63][cH:64]1)[c:65]1[cH:66][cH:67][cH:68][cH:69][cH:70]1.[Cl-:77].[Cs+:75].[Cs+:76].[NH4+:78].[O:117]=[C:118]([CH:119]=[CH:120][c:121]1[cH:122][cH:123][cH:124][cH:125][cH:126]1)[CH:127]=[CH:128][c:129]1[cH:130][cH:131][cH:132][cH:133][cH:134]1.[O:81]=[C:82]([CH:83]=[CH:84][c:85]1[cH:86][cH:87][cH:88][cH:89][cH:90]1)[CH:91]=[CH:92][c:93]1[cH:94][cH:95][cH:96][cH:97][cH:98]1.[O:99]=[C:100]([CH:101]=[CH:102][c:103]1[cH:104][cH:105][cH:106][cH:107][cH:108]1)[CH:109]=[CH:110][c:111]1[cH:112][cH:113][cH:114][cH:115][cH:116]1.[OH2:135].[Pd:79].[Pd:80]>>[c:2]1([NH2:28])[cH:3][c:4]2[c:8]([cH:9][c:10]1[O:11][CH2:12][CH2:13][CH3:14])[CH2:7][CH2:6][CH2:5]2. Reactants: CCCOc1cc2c(cc1Br)CCC2, N=C(c1ccccc1)c1ccccc1, O=C([O-])[O-], CC1(C)c2cccc(P(c3ccccc3)c3ccccc3)c2Oc2c(P(c3ccccc3)c3ccccc3)cccc21, [Cl-], [Cs+], [Cs+], [NH4+], O=C(C=Cc1ccccc1)C=Cc1ccccc1, O=C(C=Cc1ccccc1)C=Cc1ccccc1, O=C(C=Cc1ccccc1)C=Cc1ccccc1, O, [Pd], [Pd]. The product is CCCOc1cc2c(cc1N)CCC2. Reactants: C1(CC1)OS(N)(=O)=O (sulfamic acid cyclopropyl ester), C(C(C)(C)C)O (neopentylalcohol). Reaction SMILES: C1([O:4][S:5](=O)(=[O:7])[NH2:6])CC1.[CH2:9]([OH:14])[C:10]([CH3:13])([CH3:12])[CH3:11]>>[CH3:11][C:10]([CH3:13])([CH3:12])[CH2:9][O:14][S:5](=[O:7])(=[O:4])[NH2:6]. Procedure: Neopenylsulfamate was synthesized according to the method presented in the synthesis of sulfamic acid cyclopropyl ester in Example 1 with the exception of utilizing neopentylalcohol to obtain sulfamic acid 2,2-dimethyl-propyl ester. Yields the product CC(COS(N)(=O)=O)(C)C (sulfamic acid 2,2-dimethyl-propyl ester). Starting materials: OC1=CC=C(C=C1)CC(=O)O (4-hydroxyphenylacetic acid), OP(=O)(O)O.CC#N (H3PO4 CH3CN), CO[C@H]1[C@@H](C[C@@H]2CN3CCC4=C([C@H]3C[C@@H]2[C@@H]1C(=O)OC)NC5=C4C=CC(=C5)OC)OC(=O)C6=CC(=C(C(=C6)OC)OC)OC (Hypersil), C([O-])([O-])=O.[Li+].[Li+] (lithium carbonate), C(C1=CC=CC=C1)Br (Benzyl bromide), Cl (HCl). Run in CN(C=O)C (N,N-dimethylformamide). Reaction conditions: time 10 minute. The product is C(C1=CC=CC=C1)OC(CC1=CC=C(C=C1)O)=O (4-Hydroxyphenylacetic acid benzyl ester). RXN SMILES: [OH:1][C:2]1[CH:7]=[CH:6][C:5]([CH2:8][C:9]([OH:11])=[O:10])=[CH:4][CH:3]=1.C(=O)([O-])[O-].[Li+].[Li+].[CH2:18](Br)[C:19]1[CH:24]=[CH:23][CH:22]=[CH:21][CH:20]=1.OP(O)(O)=O.CC#N.CO[C@@H]1[C@@H](C(OC)=O)[C@@H]2[C@@H](CN3[C@H](C2)C2NC4C=C(OC)C=CC=4C=2CC3)C[C@H]1OC(C1C=C(OC)C(OC)=C(OC)C=1)=O.Cl>CN(C)C=O>[CH2:18]([O:10][C:9](=[O:11])[CH2:8][C:5]1[CH:4]=[CH:3][C:2]([OH:1])=[CH:7][CH:6]=1)[C:19]1[CH:24]=[CH:23][CH:22]=[CH:21][CH:20]=1 |f:1.2.3,5.6|. Procedure: A 20 gallon glass-lined vessel was charged with N,N-dimethylformamide (15.9 1) and 4-hydroxyphenylacetic acid (3.969 kg, 26.09 moles). When solution was obtained, lithium carbonate (2.12 kg, 28.7 moles, 1.1 equivs.) was added in one portion and the resulting mixture stirred at room temperature for 10 minutes. Benzyl bromide (3.723 l, 31.3 moles, 1.2 equivs.) was added in one portion and the mixture heated to 100° C. (internal temperature) and held for 3 hours, when LC (40/60, 0.0025 M H3PO4 /CH3... Starting materials: CO, CC(=O)[O-], CC1(C)CCCC(C)(C)C1=O, Cl, NO, [Na+], O. Yields the product CC1(C)CCCC(C)(C)C1N. Reaction SMILES: [CH3:21][OH:22].[CH3:5][C:6](=[O:7])[O-:8].[CH3:9][C:10]1([CH3:19])[C:11](=[O:18])[C:12]([CH3:16])([CH3:17])[CH2:13][CH2:14][CH2:15]1.[ClH:1].[NH2:2][OH:3].[Na+:4].[OH2:20]>>[NH2:2][CH:11]1[C:10]([CH3:9])([CH3:19])[CH2:15][CH2:14][CH2:13][C:12]1([CH3:16])[CH3:17]. The reactants are ClC(Cl)(OC(OC(Cl)(Cl)Cl)=O)Cl (Triphosgene), O1CC(C1)O (oxetan-3-ol), C(C)(C)N(C(C)C)CC (N,N-diisopropylethylamine), C[C@@H]1N(C2=CC=C(C=C2NC1)C=1C=NN(C1)C1COC1)C(C)=O ((S)-1-(2-methyl-6-(1-(oxetan-3-yl)-1H-pyrazol-4-yl)-3,4-dihydroquinoxaline-1(2H)-yl)ethanone), C(C)(C)N(C(C)C)CC (N,N-diisopropylethylamine). Solvent: ClCCCl (1,2-dichloroethane). Conditions: temperature 50 celsius, time 3 hour. Yields the product C(C)(=O)N1[C@H](CN(C2=CC(=CC=C12)C=1C=NN(C1)C1COC1)C(=O)OC1COC1)C ((S)-oxetan-3-yl 4-acetyl-3-methyl-7-(1-(oxetan-3-yl)-1H-pyrazol-4-yl)-3,4-dihydroquinoxaline-1(2H)-carboxylate). Isolated yield 63.1%. Reaction SMILES: ClC(Cl)(O[C:5](=[O:11])[O:6][C:7](Cl)(Cl)Cl)Cl.[O:13]1[CH2:16]C(O)[CH2:14]1.C(N(CC)C(C)C)(C)C.[CH3:27][C@H:28]1[CH2:37][NH:36][C:35]2[C:30](=[CH:31][CH:32]=[C:33]([C:38]3[CH:39]=[N:40][N:41]([CH:43]4[CH2:46][O:45][CH2:44]4)[CH:42]=3)[CH:34]=2)[N:29]1[C:47](=[O:49])[CH3:48]>ClCCCl>[C:47]([N:29]1[C:30]2[C:35](=[CH:34][C:33]([C:38]3[CH:39]=[N:40][N:41]([CH:43]4[CH2:46][O:45][CH2:44]4)[CH:42]=3)=[CH:32][CH:31]=2)[N:36]([C:5]([O:6][CH:7]2[CH2:16][O:13][CH2:14]2)=[O:11])[CH2:37][C@@H:28]1[CH3:27])(=[O:49])[CH3:48]. Procedure: Triphosgene (0.057 g, 0.192 mmol) was added to a solution of oxetan-3-ol (0.034 mL, 0.576 mmol) and N,N-diisopropylethylamine (0.101 mL, 0.576 mmol) in 1,2-dichloroethane (2.0 mL). The mixture stirred at rt for 30 min. (S)-1-(2-methyl-6-(1-(oxetan-3-yl)-1H-pyrazol-4-yl)-3,4-dihydroquinoxaline-1(2H)-yl)ethanone (0.030 g, 0.096 mmol) and N,N-diisopropylethylamine (0.101 mL, 0.576 mmol) were added and the mixture stirred at 50° C. for 3 h. The reaction mixture was concentrated to afford an orange o...